This data is from the Open Reaction Database (ORD), a public repository of structured organic reaction records. The task is: describe an organic reaction: reactants, conditions, products, and yield The reactants are CCOC(=O)Cc1ccc(CC)c(Oc2cc(Cl)cc(Br)c2)c1, C1CCOC1, Cl, [Li+], [OH-], O. Yields the product CCc1ccc(CC(=O)O)cc1Oc1cc(Cl)cc(Br)c1. RXN SMILES: [CH2:1]([CH3:2])[O:3][C:4]([CH2:5][c:6]1[cH:7][c:8]([O:14][c:15]2[cH:16][c:17]([Br:22])[cH:18][c:19]([Cl:21])[cH:20]2)[c:9]([CH2:12][CH3:13])[cH:10][cH:11]1)=[O:23].[CH2:24]1[O:25][CH2:26][CH2:27][CH2:28]1.[ClH:31].[Li+:30].[OH-:29].[OH2:32]>>[O:3]=[C:4]([CH2:5][c:6]1[cH:7][c:8]([O:14][c:15]2[cH:16][c:17]([Br:22])[cH:18][c:19]([Cl:21])[cH:20]2)[c:9]([CH2:12][CH3:13])[cH:10][cH:11]1)[OH:23].